This data is from the Open Reaction Database (ORD), a public repository of structured organic reaction records. The task is: describe an organic reaction: reactants, conditions, products, and yield Reactants: NC=1C=C2C=CC(=NC2=CC1)C (6-amino-2-methylquinoline), C(C(=O)C)(=O)OCC(C)C (iso-butyl pyruvate). Run in EtOAc hexanes. The product is C(C(C)C)OC([C@@H](NC=1C=C2C=CC(=NC2=CC1)C)C)=O (N-(2-methylquinolin-6-yl)alanine iso-butyl ester). As a reaction SMILES: [NH2:1][C:2]1[CH:3]=[C:4]2[C:9](=[CH:10][CH:11]=1)[N:8]=[C:7]([CH3:12])[CH:6]=[CH:5]2.[C:13]([O:18][CH2:19][CH:20]([CH3:22])[CH3:21])(=[O:17])[C:14]([CH3:16])=O>>[CH2:19]([O:18][C:13](=[O:17])[C@H:14]([CH3:16])[NH:1][C:2]1[CH:3]=[C:4]2[C:9](=[CH:10][CH:11]=1)[N:8]=[C:7]([CH3:12])[CH:6]=[CH:5]2)[CH:20]([CH3:22])[CH3:21]. Reported procedure: Following General Procedure AA above and using 6-amino-2-methylquinoline (Lancaster) and iso-butyl pyruvate (prepared by following General Procedure AO above), the title compound was prepared. The reaction was monitored by silica gel tlc (Rf=0.44 in 50% EtOAc/hexanes). Purification was by flash chromatography (silica gel using 50% EtOAc/hexanes as the eluant). Starting materials: C(C=CC)N1C(NC(C(=C1N(C(C)=O)C1=CC(=CC(=C1)C)C)C(C)C)=O)=O (N-(3-but-2-enyl-5-isopropyl-2,6-dioxo-1,2,3,6-tetrahydro-pyrimidin-4-yl)-N-(3,5-dimethyl-phenyl)-acetamide), C[O-].[Na+] (sodium methoxide), [NH4+].[Cl-] (NH4Cl). Run in CO (methanol). Reaction conditions: time 4 hour. The product is C(C=CC)N1C(NC(C(=C1NC1=CC(=CC(=C1)C)C)C(C)C)=O)=O (1-But-2-enyl-6-(3,5-dimethyl-phenylamino)-5-isopropyl-1H-pyrimidine-2,4-dione). Isolated yield 70.1%. Reaction SMILES: [CH2:1]([N:5]1[C:10]([N:11]([C:15]2[CH:20]=[C:19]([CH3:21])[CH:18]=[C:17]([CH3:22])[CH:16]=2)C(=O)C)=[C:9]([CH:23]([CH3:25])[CH3:24])[C:8](=[O:26])[NH:7][C:6]1=[O:27])[CH:2]=[CH:3][CH3:4].C[O-].[Na+].[NH4+].[Cl-]>CO>[CH2:1]([N:5]1[C:10]([NH:11][C:15]2[CH:16]=[C:17]([CH3:22])[CH:18]=[C:19]([CH3:21])[CH:20]=2)=[C:9]([CH:23]([CH3:24])[CH3:25])[C:8](=[O:26])[NH:7][C:6]1=[O:27])[CH:2]=[CH:3][CH3:4] |f:1.2,3.4|. Reported procedure: To a stirred solution of N-(3-but-2-enyl-5-isopropyl-2,6-dioxo-1,2,3,6-tetrahydro-pyrimidin-4-yl)-N-(3,5-dimethyl-phenyl)-acetamide (107) (100 mg, 0.27 mmol) in methanol (3 mL), was added sodium methoxide (73 mg, 1.35 mmol). After 4 hr., the mixture was neutralized with excess NH4Cl and evaporated in vacuo. The residue was purified by silica gel column chromatography (eluent, ethyl acetate:hexane (1:2)) to afford 62 mg (70%) of a white solid. m.p. 186-187° C.; 1H-NMR (200 MHz, CDCl3) δ 1.17 (6H,... The reactants are C[N+]1(CCOCC1)[O-] (N-methylmorpholine-N-oxide), C1(=CC=CC=C1)\C=C\C1=CC=CC=C1 (trans-stilbene), O.CC(=O)C.C(C)#N (water acetone acetonitrile). Reagents/catalysts: O=[Os](=O)(=O)=O (OsO4). Yields the product C1(=CC=CC=C1)C(C(O)C1=CC=CC=C1)O (1,2-diphenyl-1,2-ethandiol). Isolated yield 93.0%. As a reaction SMILES: C[N+]1([O-])CC[O:5]CC1.[C:9]1(/[CH:15]=[CH:16]/[C:17]2[CH:22]=[CH:21][CH:20]=[CH:19][CH:18]=2)[CH:14]=[CH:13][CH:12]=[CH:11][CH:10]=1.[OH2:23].CC(C)=O.C(#N)C>O=[Os](=O)(=O)=O>[C:9]1([CH:15]([OH:5])[CH:16]([C:17]2[CH:18]=[CH:19][CH:20]=[CH:21][CH:22]=2)[OH:23])[CH:14]=[CH:13][CH:12]=[CH:11][CH:10]=1 |f:2.3.4|. Procedure details: Resin-OsO4 (0.01 Eq. Wt.), N-methylmorpholine-N-oxide (1.5 Eq. Wt.) and trans-stilbene (1.0 Eq. Wt) in the mixed solvent of water/acetone/acetonitrile (in the volume ratio of 1:1:1) were stored at room temperature for 6 hours. After completion of the reaction, the catalyst was filtered off and washed with ethyl acetate. The combined filtrates were concentrated under reduced pressure. The pure product, 1,2-diphenyl-1,2-ethandiol was obtained by removing the solvent at reduced pressure followed by... Reactants: Cl, [K+], O=C1Nc2ccccc2C1=O, [OH-], O. The product is [K+], Nc1ccccc1C(=O)C(=O)[O-]. As a reaction SMILES: [ClH:14].[K+:13].[O:1]=[C:2]1[NH:3][c:4]2[cH:5][cH:6][cH:7][cH:8][c:9]2[C:10]1=[O:11].[OH-:12].[OH2:15]>>[K+:13].[O:1]=[C:2]([C:10]([c:9]1[c:4]([NH2:3])[cH:5][cH:6][cH:7][cH:8]1)=[O:11])[O-:12]. As a reaction SMILES: [P:1](=[S:5])([OH:4])([OH:3])[SH:2].[O-2].[Zn+2:7]>>[P:1]([O-:4])([O-:3])([S-:5])=[S:2].[Zn+2:7].[P:1]([O-:4])([O-:3])([S-:5])=[S:2].[Zn+2:7].[Zn+2:7] |f:1.2,3.4.5.6.7|. Yields the product P(=S)([S-])([O-])[O-].[Zn+2].P(=S)([S-])([O-])[O-].[Zn+2].[Zn+2] (Zinc Dithiophosphate). Reaction conditions: temperature 65 celsius. Reported procedure: To a three neck flask was added 204.3 g of the dithiophosphoric acid mixture from Example 3, lot RJT-543-244, and 27.1 g of zinc oxide. The mixture was heated to 65° C. and mixed at this temperature for four hours. The temperature was then increased to 100° C. The temperature was then gradually increased to 110° C. under vacuum while distilling off any water produced from the reaction. After mixing at 110° C. for 1 hour while under vacuum, the final product was filtered with diatomaceous earth. Starting materials: P(S)(O)(O)=S (Dithiophosphoric Acid), [O-2].[Zn+2] (zinc oxide). The reactants are C(=C)[Mg]Br (vinylmagnesium bromide), solution, FC1=CC=C(C=C1)[Mg]Br (p-fluorophenylmagnesium bromide), ClC[Si](Cl)(Cl)Cl (chloromethyltrichlorosilane), O1CCCC1 (tetrahydrofuran). Run at temperature 0 celsius, time 30 minute. Product: ClC[Si](C=C)(C=C)C1=CC=C(C=C1)F (Chloromethyl(4-fluorophenyl)divinylsilane). RXN SMILES: [Cl:1][CH2:2][Si:3](Cl)(Cl)Cl.[F:7][C:8]1[CH:13]=[CH:12][C:11]([Mg]Br)=[CH:10][CH:9]=1.[CH:16]([Mg]Br)=[CH2:17].O1CC[CH2:22][CH2:21]1>>[Cl:1][CH2:2][Si:3]([C:11]1[CH:12]=[CH:13][C:8]([F:7])=[CH:9][CH:10]=1)([CH:16]=[CH2:17])[CH:21]=[CH2:22]. Procedure details: To a solution of 6.3 ml (0.050 mol) of chloromethyltrichlorosilane in 75 ml of tetrahydrofuran cooled to -15° C. was added 25 ml of a 2.0 molar solution of p-fluorophenylmagnesium bromide (0.050 mol) at a rate that held the temperature below 0° C. The resulting suspension was stirred 30 minutes at 0° C. then allowed to warm to room temperature over 1 hour. A solution of vinylmagnesium bromide (71 ml, 1.4 molar in tetrahydrofuran) was then added, keeping the temperature below 35° C. The mixture w...